The task is: describe an organic reaction: reactants, conditions, products, and yield. This data is from the Open Reaction Database (ORD), a public repository of structured organic reaction records. Reactants: [Na+].[I-] (NaI), C[Si](C)(C)Cl (trimethylsilyl chloride), CC(=O)SC1=C2OC(OC2=C(C=2OC(OC21)(C)C)C(O)(C2=C1C(OC(O1)(C)C)=C(C1=C2OC(O1)(C)C)SC(=O)C)C1=C2C(OC(O2)(C)C)=C(C2=C1OC(O2)(C)C)SC(=O)C)(C)C (Tris(8-methylcarbonylthio-2,2,6,6-tetramethylbenzo[1,2-d:4,5-d']bis(1,3)dioxole-4-yl)methanol). The solvent is C(C)#N (acetonitrile). Reaction conditions: time 5 minute. The product is CC(=O)SC1=C2OC(OC2=C(C=2OC(OC21)(C)C)C(C2=C1C(OC(O1)(C)C)=C(C1=C2OC(O1)(C)C)SC(=O)C)C1=C2C(OC(O2)(C)C)=C(C2=C1OC(O2)(C)C)SC(=O)C)(C)C (Tris(8-methylcarbonylthio-2,2,6,6-tetramethylbenzo[1,2-d:4,5-d']bis(1,3)dioxole-4-yl)methane). Isolated yield 83.0%. As a reaction SMILES: [Na+].[I-].C[Si](Cl)(C)C.[CH3:8][C:9]([S:11][C:12]1[C:23]2[O:22][C:21]([CH3:25])([CH3:24])[O:20][C:19]=2[C:18]([C:26]([C:48]2[C:58]3[O:59][C:60]([CH3:63])([CH3:62])[O:61][C:57]=3[C:56]([S:64][C:65]([CH3:67])=[O:66])=[C:50]3[O:51][C:52]([CH3:55])([CH3:54])[O:53][C:49]=23)([C:28]2[C:38]3[O:39][C:40]([CH3:43])([CH3:42])[O:41][C:37]=3[C:36]([S:44][C:45]([CH3:47])=[O:46])=[C:30]3[O:31][C:32]([CH3:35])([CH3:34])[O:33][C:29]=23)O)=[C:17]2[C:13]=1[O:14][C:15]([CH3:69])([CH3:68])[O:16]2)=[O:10]>C(#N)C>[CH3:67][C:65]([S:64][C:56]1[C:50]2[O:51][C:52]([CH3:54])([CH3:55])[O:53][C:49]=2[C:48]([CH:26]([C:18]2[C:19]3[O:20][C:21]([CH3:25])([CH3:24])[O:22][C:23]=3[C:12]([S:11][C:9]([CH3:8])=[O:10])=[C:13]3[O:14][C:15]([CH3:68])([CH3:69])[O:16][C:17]=23)[C:28]2[C:38]3[O:39][C:40]([CH3:42])([CH3:43])[O:41][C:37]=3[C:36]([S:44][C:45]([CH3:47])=[O:46])=[C:30]3[O:31][C:32]([CH3:34])([CH3:35])[O:33][C:29]=23)=[C:58]2[C:57]=1[O:61][C:60]([CH3:63])([CH3:62])[O:59]2)=[O:66] |f:0.1|. Procedure: NaI (0.15972 g, 1.1256 mmol) and trimethylsilyl chloride (0.142 mL, 1.1256 mmol) were stirred in acetonitrile (50 mL). Tris(8-methylcarbonylthio-2,2,6,6-tetramethylbenzo-[1,2-d:4,5-d']bis(1,3)dioxole-4-yl)methanol (0.1286 g, 0.1407 mmol, Example 49) was added in solid form and the color of the solution became brownish. Na2S2 O4 (20 mL, sat.) was added after 60 minutes and the mixture was stirred 5 minutes before separation of the phases. The aqueous phase was extracted with diethyl ether (50 mL)... The reactants are O(S(=O)(=O)C(F)(F)F)CC(CCCCC)CCC (2-propyl-1-heptyl triflate), CC=1C=NC=C(C1C1=C(C=C(C=C1C)C(C#N)C#N)C)C (2-[4-(3,5-dimethyl-pyridin-4-yl)-3,5-dimethyl-phenyl]-malononitrile), C[O-].[Na+] (sodium methoxide), pyridinium salt. Run in C(Cl)Cl (CH2Cl2), CO (methanol). Reaction conditions: time 12 hour. Product: CC1=CN(C=C(C1=C1C(=CC(C=C1C)=C(C#N)C#N)C)C)CC(CCCCC)CCC (2-{4-[3,5-dimethyl-1-(2-propyl-heptyl)-1H-pyridin-4-ylidene]-3,5-dimethyl-cyclohexa-2,5-dienylidene}-malononitrile). The yield is 66.9%. As a reaction SMILES: O([CH2:9][CH:10]([CH2:16][CH2:17][CH3:18])[CH2:11][CH2:12][CH2:13][CH2:14][CH3:15])S(C(F)(F)F)(=O)=O.[CH3:19][C:20]1[CH:21]=[N:22][CH:23]=[C:24]([CH3:39])[C:25]=1[C:26]1[C:31]([CH3:32])=[CH:30][C:29]([CH:33]([C:36]#[N:37])[C:34]#[N:35])=[CH:28][C:27]=1[CH3:38].C[O-].[Na+]>C(Cl)Cl.CO>[CH3:19][C:20]1[C:25](=[C:26]2[C:31]([CH3:32])=[CH:30][C:29](=[C:33]([C:34]#[N:35])[C:36]#[N:37])[CH:28]=[C:27]2[CH3:38])[C:24]([CH3:39])=[CH:23][N:22]([CH2:9][CH:10]([CH2:16][CH2:17][CH3:18])[CH2:11][CH2:12][CH2:13][CH2:14][CH3:15])[CH:21]=1 |f:2.3|. Procedure: To a solution of 2-propyl-1-heptanol (0.81 g, 5.1 mmol) in dry CH2Cl2 (15 mL) was added dropwise a solution of trifluoromethanesufonic anhydride (1.77 g, 6.10 mmol) in the same solvent (5 mL). After stirring at room temperature for 20 min, the reaction mixture was poured into ice (40 mL) and neutralized with saturated aqueous NaHCO3 solution. The organic layer was separated, washed with water, dried over anhydrous Na2SO4, filtered, and concentrated in vacuo to yield nearly pure 2-propyl-1-heptyl...